Dataset: the Open Reaction Database (ORD), a public repository of structured organic reaction records. Task: describe an organic reaction: reactants, conditions, products, and yield Starting materials: CN(C)CCCNc1nc(NC2CCN(C(=O)OC(C)(C)C)CC2)c2ccccc2n1, ClCCl, O=C(O)C(F)(F)F. The product is CN(C)CCCNc1nc(NC2CCNCC2)c2ccccc2n1. RXN SMILES: [CH3:1][N:2]([CH2:3][CH2:4][CH2:5][NH:6][c:7]1[n:8][c:9]2[cH:10][cH:11][cH:12][cH:13][c:14]2[c:15]([NH:17][CH:18]2[CH2:19][CH2:20][N:21]([C:24]([O:25][C:26]([CH3:27])([CH3:28])[CH3:29])=[O:30])[CH2:22][CH2:23]2)[n:16]1)[CH3:31].[Cl:39][CH2:40][Cl:41].[F:32][C:33]([F:34])([F:35])[C:36]([OH:37])=[O:38]>>[CH3:1][N:2]([CH2:3][CH2:4][CH2:5][NH:6][c:7]1[n:8][c:9]2[cH:10][cH:11][cH:12][cH:13][c:14]2[c:15]([NH:17][CH:18]2[CH2:19][CH2:20][NH:21][CH2:22][CH2:23]2)[n:16]1)[CH3:31].